Task: describe an organic reaction: reactants, conditions, products, and yield. Dataset: the Open Reaction Database (ORD), a public repository of structured organic reaction records Reactants: CN(C)C=O, CCOC(C)=O, C=COCCON, CCN(C(C)C)C(C)C, Cl, CC(c1ccccc1)C(c1ncc(-c2ccc(I)cc2)[nH]1)N1C(=O)NC(CC(=O)O)C1=O. Yields the product C=COCCONC(=O)CC1NC(=O)N(C(c2ncc(-c3ccc(I)cc3)[nH]2)C(C)c2ccccc2)C1=O. As a reaction SMILES: [CH3:50][N:51]([CH3:52])[CH:53]=[O:54].[CH3:55][CH2:56][O:57][C:58](=[O:59])[CH3:60].[CH:34](=[CH2:35])[O:36][CH2:37][CH2:38][O:39][NH2:40].[CH:41]([N:42]([CH2:43][CH3:44])[CH:45]([CH3:46])[CH3:47])([CH3:48])[CH3:49].[ClH:33].[I:1][c:2]1[cH:3][cH:4][c:5](-[c:8]2[cH:9][n:10][c:11]([CH:13]([CH:14]([CH3:15])[c:16]3[cH:17][cH:18][cH:19][cH:20][cH:21]3)[N:22]3[C:23](=[O:32])[NH:24][CH:25]([CH2:28][C:29](=[O:30])[OH:31])[C:26]3=[O:27])[nH:12]2)[cH:6][cH:7]1>>[I:1][c:2]1[cH:3][cH:4][c:5](-[c:8]2[cH:9][n:10][c:11]([CH:13]([CH:14]([CH3:15])[c:16]3[cH:17][cH:18][cH:19][cH:20][cH:21]3)[N:22]3[C:23](=[O:32])[NH:24][CH:25]([CH2:28][C:29](=[O:31])[NH:40][O:39][CH2:38][CH2:37][O:36][CH:34]=[CH2:35])[C:26]3=[O:27])[nH:12]2)[cH:6][cH:7]1. Starting materials: Cc1ccc2c(N3CCN(Cc4ccccc4)CC3C(C)C)nc(-c3ccccc3O)nc2c1, CO, O=C[O-], [NH4+]. Product: Cc1ccc2c(N3CCNCC3C(C)C)nc(-c3ccccc3O)nc2c1. Reaction SMILES: [CH2:1]([c:2]1[cH:3][cH:4][cH:5][cH:6][cH:7]1)[N:8]1[CH2:9][CH:10]([CH:32]([CH3:33])[CH3:34])[N:11]([c:14]2[n:15][c:16](-[c:25]3[c:26]([OH:31])[cH:27][cH:28][cH:29][cH:30]3)[n:17][c:18]3[cH:19][c:20]([CH3:24])[cH:21][cH:22][c:23]23)[CH2:12][CH2:13]1.[CH3:39][OH:40].[CH:35]([O-:36])=[O:37].[NH4+:38]>>[NH:8]1[CH2:9][CH:10]([CH:32]([CH3:33])[CH3:34])[N:11]([c:14]2[n:15][c:16](-[c:25]3[c:26]([OH:31])[cH:27][cH:28][cH:29][cH:30]3)[n:17][c:18]3[cH:19][c:20]([CH3:24])[cH:21][cH:22][c:23]23)[CH2:12][CH2:13]1. The reactants are CCOC(=O)C1CCN(c2ccc(OCc3cccc(F)c3)cc2)C1=O, CN, CN(C)C=O, CCO, O. Product: CNC(=O)C1CCN(c2ccc(OCc3cccc(F)c3)cc2)C1=O. As a reaction SMILES: [CH2:1]([O:3][C:4](=[O:2])[CH:6]1[C:7](=[O:26])[N:8]([c:11]2[cH:12][cH:13][c:14]([O:17][CH2:18][c:19]3[cH:20][c:21]([F:25])[cH:22][cH:23][cH:24]3)[cH:15][cH:16]2)[CH2:9][CH2:10]1)[CH3:5].[CH3:27][NH2:28].[CH3:30][N:31]([CH3:32])[CH:33]=[O:34].[CH3:35][CH2:36][OH:37].[OH2:29]>>[O:3]=[C:4]([CH:6]1[C:7](=[O:26])[N:8]([c:11]2[cH:12][cH:13][c:14]([O:17][CH2:18][c:19]3[cH:20][c:21]([F:25])[cH:22][cH:23][cH:24]3)[cH:15][cH:16]2)[CH2:9][CH2:10]1)[NH:28][CH3:27]. Procedure: A solution of ethyl 1-[6-ethylthieno[2,3-d]pyrimidin-4-yl]piperidine-4-carboxylate (1.4 g, 4.38 mmol, 1.00 equiv) in ammonium hydroxide (50 mL) was heated to reflux for 12 hrs. The reaction mixture was cooled. The resulting mixture was concentrated under vacuum and dissolved in 20 ml of aqueous hydrogen chloride (12 N) and concentrated again to give 950 mg (crude) of 1-[6-ethylthieno[2,3-d]pyrimidin-4-yl]piperidine-4-carboxylic acid as a yellow solid. Isolated yield 74.4%. RXN SMILES: [CH2:1]([C:3]1[S:22][C:6]2[N:7]=[CH:8][N:9]=[C:10]([N:11]3[CH2:16][CH2:15][CH:14]([C:17]([O:19]CC)=[O:18])[CH2:13][CH2:12]3)[C:5]=2[CH:4]=1)[CH3:2]>[OH-].[NH4+]>[CH2:1]([C:3]1[S:22][C:6]2[N:7]=[CH:8][N:9]=[C:10]([N:11]3[CH2:16][CH2:15][CH:14]([C:17]([OH:19])=[O:18])[CH2:13][CH2:12]3)[C:5]=2[CH:4]=1)[CH3:2] |f:1.2|. Yields the product C(C)C1=CC2=C(N=CN=C2N2CCC(CC2)C(=O)O)S1 (1-[6-ethylthieno[2,3-d]pyrimidin-4-yl]piperidine-4-carboxylic acid). Solvent: [OH-].[NH4+] (ammonium hydroxide). Starting materials: C(C)C1=CC2=C(N=CN=C2N2CCC(CC2)C(=O)OCC)S1 (ethyl 1-[6-ethylthieno[2,3-d]pyrimidin-4-yl]piperidine-4-carboxylate). Starting materials: COC(=O)C1CNCC1C1=CC(=C(C=C1)OC)OCCCOC1=CC=CC=C1 (3-methoxycarbonyl-4-[3-(3-phenoxypropoxy)-4-methoxyphenyl]pyrrolidine), ClC(=O)OC (methyl chloroformate). Reagents/catalysts: CN(C)C=1C=CN=CC1 (DMAP). Run in CCOCC (ether), C(Cl)Cl (CH2Cl2). Reaction conditions: time 2 hour. Product: COC(=O)N1C[C@H]([C@@H](C1)C1=CC(=C(C=C1)OC)OCCCOC1=CC=CC=C1)C(=O)OC (trans-1-methoxycarbonyl-3-methoxycarbonyl-4-[3-(3-phenoxypropoxy)-4-methoxyphenyl]pyrrolidine). The yield is 76.4%. RXN SMILES: [CH3:1][O:2][C:3]([CH:5]1[CH:9]([C:10]2[CH:15]=[CH:14][C:13]([O:16][CH3:17])=[C:12]([O:18][CH2:19][CH2:20][CH2:21][O:22][C:23]3[CH:28]=[CH:27][CH:26]=[CH:25][CH:24]=3)[CH:11]=2)[CH2:8][NH:7][CH2:6]1)=[O:4].Cl[C:30]([O:32][CH3:33])=[O:31]>C(Cl)Cl.CN(C1C=CN=CC=1)C.CCOCC>[CH3:33][O:32][C:30]([N:7]1[CH2:8][C@@H:9]([C:10]2[CH:15]=[CH:14][C:13]([O:16][CH3:17])=[C:12]([O:18][CH2:19][CH2:20][CH2:21][O:22][C:23]3[CH:24]=[CH:25][CH:26]=[CH:27][CH:28]=3)[CH:11]=2)[C@H:5]([C:3]([O:2][CH3:1])=[O:4])[CH2:6]1)=[O:31]. Reported procedure: To a solution of 3-methoxycarbonyl-4-[3-(3-phenoxypropoxy)-4-methoxyphenyl]pyrrolidine (720 mg, 1.87 mmol) in 5 mL of CH2Cl2 at 0° C. was added DMAP (275 mg, 2.25 mmol), followed by methyl chloroformate (213 mg, 2.25 mmol). The solution was stirred for 2 hr, diluted with ether, and washed with 1M H3PO4. The aqueous layer was extracted with ether (2×) and ethyl acetate (1×). The combined organic layers were dried over MgSO4, filtered and concentrated to a colorless oil. Silica gel chromatography ... The reactants are C(C)(=O)OC[C@]12CC[C@@H](C=C1CC[C@H]1[C@@H]3CC[C@@H]([C@@]3(C)CC[C@H]21)O[Si](C2=CC=CC=C2)(C2=CC=CC=C2)C2=CC=CC=C2)O[Si](C2=CC=CC=C2)(C2=CC=CC=C2)C2=CC=CC=C2 (3β,17β-di-(triphenylsiloxy)androst-4-en-19-ol acetate), [H-].[Al+3].[Li+].[H-].[H-].[H-] (lithium aluminum hydride), O (water). Solvent: CCOCC (ether), CCOCC (ether). The product is C1(=CC=CC=C1)[Si](O[C@@H]1C=C2CC[C@H]3[C@@H]4CC[C@@H]([C@@]4(C)CC[C@@H]3[C@]2(CC1)CO)O[Si](C1=CC=CC=C1)(C1=CC=CC=C1)C1=CC=CC=C1)(C1=CC=CC=C1)C1=CC=CC=C1 (3β,17β-di-(triphenylsiloxy)androst-4-en-19-ol). As a reaction SMILES: C([O:4][CH2:5][C@@:6]12[C@@H:23]3[C@H:14]([C@H:15]4[C@@:19]([CH2:21][CH2:22]3)([CH3:20])[C@@H:18]([O:24][Si:25]([C:38]3[CH:43]=[CH:42][CH:41]=[CH:40][CH:39]=3)([C:32]3[CH:37]=[CH:36][CH:35]=[CH:34][CH:33]=3)[C:26]3[CH:31]=[CH:30][CH:29]=[CH:28][CH:27]=3)[CH2:17][CH2:16]4)[CH2:13][CH2:12][C:11]1=[CH:10][C@@H:9]([O:44][Si:45]([C:58]1[CH:63]=[CH:62][CH:61]=[CH:60][CH:59]=1)([C:52]1[CH:57]=[CH:56][CH:55]=[CH:54][CH:53]=1)[C:46]1[CH:51]=[CH:50][CH:49]=[CH:48][CH:47]=1)[CH2:8][CH2:7]2)(=O)C.[H-].[Al+3].[Li+].[H-].[H-].[H-].O>CCOCC>[C:58]1([Si:45]([C:52]2[CH:57]=[CH:56][CH:55]=[CH:54][CH:53]=2)([C:46]2[CH:47]=[CH:48][CH:49]=[CH:50][CH:51]=2)[O:44][C@H:9]2[CH2:8][CH2:7][C@@:6]3([CH2:5][OH:4])[C:11]([CH2:12][CH2:13][C@@H:14]4[C@@H:23]3[CH2:22][CH2:21][C@@:19]3([CH3:20])[C@H:15]4[CH2:16][CH2:17][C@@H:18]3[O:24][Si:25]([C:26]3[CH:27]=[CH:28][CH:29]=[CH:30][CH:31]=3)([C:32]3[CH:33]=[CH:34][CH:35]=[CH:36][CH:37]=3)[C:38]3[CH:39]=[CH:40][CH:41]=[CH:42][CH:43]=3)=[CH:10]2)[CH:59]=[CH:60][CH:61]=[CH:62][CH:63]=1 |f:1.2.3.4.5.6|. Reported procedure: To an ether solution of 3β,17β-di-(triphenylsiloxy)androst-4-en-19-ol acetate is added a suspension of lithium aluminum hydride in ether. After refluxing for a period of one hour, water is cautiously added, the ether solution is separated, dried over sodium sulfate and evaporated under reduced pressure. The residue when purified from an acetone-hexane mixture results in the preparation of the desired 3β,17β-di-(triphenylsiloxy)androst-4-en-19-ol.